From a dataset of the Open Reaction Database (ORD), a public repository of structured organic reaction records. describe an organic reaction: reactants, conditions, products, and yield The reactants are BrC1=CC=C2CC(N(CC2=C1)C1=NC(=NC(=C1)N1CCN(CC1)C)N)C (4-(7-bromo-3-methyl-3,4-dihydroisoquinolin-2(1H)-yl)-6-(4-methylpiperazin-1-yl)pyrimidin-2-amine), C(#N)C1=C(C=C(C=N1)B(O)O)C ((6-cyano-5-methylpyridin-3-yl)boronic acid). Product: NC1=NC(=CC(=N1)N1CC2=CC(=CC=C2CC1)C=1C=C(C(=NC1)C#N)C)N1CCN(CC1)C (5-{2-[2-amino-6-(4-methylpiperazin-1-yl)pyrimidin-4-yl]-1,2,3,4-tetrahydroisoquinolin-7-yl}-3-methylpyridine-2-carbonitrile). As a reaction SMILES: Br[C:2]1[CH:11]=[C:10]2[C:5]([CH2:6][CH:7](C)[N:8]([C:12]3[CH:17]=[C:16]([N:18]4[CH2:23][CH2:22][N:21]([CH3:24])[CH2:20][CH2:19]4)[N:15]=[C:14]([NH2:25])[N:13]=3)[CH2:9]2)=[CH:4][CH:3]=1.[C:27]([C:29]1[N:34]=[CH:33][C:32](B(O)O)=[CH:31][C:30]=1[CH3:38])#[N:28]>>[NH2:25][C:14]1[N:13]=[C:12]([N:8]2[CH2:7][CH2:6][C:5]3[C:10](=[CH:11][C:2]([C:32]4[CH:31]=[C:30]([CH3:38])[C:29]([C:27]#[N:28])=[N:34][CH:33]=4)=[CH:3][CH:4]=3)[CH2:9]2)[CH:17]=[C:16]([N:18]2[CH2:23][CH2:22][N:21]([CH3:24])[CH2:20][CH2:19]2)[N:15]=1. Procedure: This compound was prepared by using procedures analogous to those described for the synthesis of Example 2 starting from 4-(7-bromo-3-methyl-3,4-dihydroisoquinolin-2(1H)-yl)-6-(4-methylpiperazin-1-yl)pyrimidin-2-amine and (6-cyano-5-methylpyridin-3-yl)boronic acid (Combi-Blocks, Cat. No. PN-5814). LCMS (M+H)+: m/z=441.1. Starting materials: FCCN1CCN(CC1)C=1C=C(C=CC1)O (3-[4-(2-Fluoro-ethyl)-piperazin-1-yl]-phenol), CN(C)C=O (DMF), O=P(Cl)(Cl)Cl (POCl3). Conditions: temperature 0 celsius, time 5 minute. Yields the product FCCN1CCN(CC1)C1=CC(=C(C=O)C=C1)O (4-[4-(2-Fluoro-ethyl)piperazin-1 -yl]-2-hydroxy-benzaldehyde). RXN SMILES: [F:1][CH2:2][CH2:3][N:4]1[CH2:9][CH2:8][N:7]([C:10]2[CH:11]=[C:12]([OH:16])[CH:13]=[CH:14][CH:15]=2)[CH2:6][CH2:5]1.O=P(Cl)(Cl)Cl.CN([CH:25]=[O:26])C>>[F:1][CH2:2][CH2:3][N:4]1[CH2:5][CH2:6][N:7]([C:10]2[CH:15]=[CH:14][C:13]([CH:25]=[O:26])=[C:12]([OH:16])[CH:11]=2)[CH2:8][CH2:9]1. Procedure: 600 mg (2.675 mmol) 3-[4-(2-Fluoro-ethyl)-piperazin-1-yl]-phenol are dissolved in 8 mL DMF and cooled to 0° C. 0.27 mL (1.1 eq) POCl3 is added dropwise within 2 min. and the reaction mixture stirred for an additional 5 min. before being allowed to reach room temperature, and then heated and stirred for 3 h at 90° C. The reaction mixture is evaporated and the residue extracted with water and ethyl acetate. The organic phases are washed with brine, dried over sodium sulphate and evaporated. The re...